This data is from the Open Reaction Database (ORD), a public repository of structured organic reaction records. The task is: describe an organic reaction: reactants, conditions, products, and yield Starting materials: OC1(CCC1)C=1C(=CC(=NC1)C(=O)O)O[C@H](C(F)(F)F)C (5-(1-hydroxycyclobutyl)-4-[(1S)-2,2,2-trifluoro-1-methyl-ethoxy]pyridine-2-carboxylic acid), CC1=NC(=NO1)C(CS(=O)(=O)C)(C)N (2-(5-methyl-1,2,4-oxadiazol-3-yl)-1-methylsulfonyl-propan-2-amine), Br (hydrobromide). The product is OC1(CCC1)C=1C(=CC(=NC1)C(=O)NC(CS(=O)(=O)C)(C1=NOC(=N1)C)C)O[C@H](C(F)(F)F)C (5-(1-hydroxycyclobutyl)-N-[1-methyl-1-(5-methyl-1,2,4-oxadiazol-3-yl)-2-methylsulfonyl-ethyl]-4-[(1S)-2,2,2-trifluoro-1-methyl-ethoxy]pyridine-2-carboxamide). Reaction SMILES: [OH:1][C:2]1([C:6]2[C:7]([O:15][C@@H:16]([CH3:21])[C:17]([F:20])([F:19])[F:18])=[CH:8][C:9]([C:12]([OH:14])=O)=[N:10][CH:11]=2)[CH2:5][CH2:4][CH2:3]1.[CH3:22][C:23]1[O:27][N:26]=[C:25]([C:28]([NH2:35])([CH3:34])[CH2:29][S:30]([CH3:33])(=[O:32])=[O:31])[N:24]=1.Br>>[OH:1][C:2]1([C:6]2[C:7]([O:15][C@@H:16]([CH3:21])[C:17]([F:20])([F:18])[F:19])=[CH:8][C:9]([C:12]([NH:35][C:28]([CH3:34])([C:25]3[N:24]=[C:23]([CH3:22])[O:27][N:26]=3)[CH2:29][S:30]([CH3:33])(=[O:32])=[O:31])=[O:14])=[N:10][CH:11]=2)[CH2:5][CH2:4][CH2:3]1. Procedure details: The title compound was synthesized in analogy to Example 112e, using 5-(1-hydroxycyclobutyl)-4-[(1S)-2,2,2-trifluoro-1-methyl-ethoxy]pyridine-2-carboxylic acid (Example 126c) and 2-(5-methyl-1,2,4-oxadiazol-3-yl)-1-methylsulfonyl-propan-2-amine;hydrobromide (enantiomer A) (example 124b) as starting materials and isolated (24 mg, 63%); MS (ESI, m/z): 507.5 (M+H+).